The task is: describe an organic reaction: reactants, conditions, products, and yield. This data is from the Open Reaction Database (ORD), a public repository of structured organic reaction records. The reactants are N1C(=O)N(C)C=2N=CN(C)C2C1=O (theobromine), OO (hydrogen peroxide), aqueous solution, S(O)(O)(=O)=O (sulfuric acid), FC(F)(F)I (trifluoromethyl iodide). Reagents/catalysts: S(=O)(=O)([O-])[O-].[Fe+2] (iron (II) sulfate). The solvent is CS(=O)C (dimethyl sulfoxide), CS(=O)C (dimethyl sulfoxide), CS(=O)C (dimethyl sulfoxide). Run at temperature 45 celsius, time 20 minute. Yields the product FC(C1=NC=2N(C(NC(C2N1C)=O)=O)C)(F)F (8-trifluoromethyltheobromine). Yield: 12.0%. Reaction SMILES: [NH:1]1[C:12](=[O:13])[C:11]2[N:9]([CH3:10])[CH:8]=[N:7][C:6]=2[N:4]([CH3:5])[C:2]1=[O:3].S(=O)(=O)(O)O.[F:19][C:20](I)([F:22])[F:21].OO>S([O-])([O-])(=O)=O.[Fe+2].CS(C)=O>[F:19][C:20]([F:22])([F:21])[C:8]1[N:9]([CH3:10])[C:11]2[C:12](=[O:13])[NH:1][C:2](=[O:3])[N:4]([CH3:5])[C:6]=2[N:7]=1 |f:4.5|. Procedure details: 0.18 g (1.0 mmol) of theobromine was weighed and placed in a 50 ml two-neck flask equipped with a magnetic rotor and the atmosphere in the flask was replaced with argon. The following materials were added thereinto: 17 ml of dimethyl sulfoxide, 2.0 ml of a 1N dimethyl sulfoxide solution of sulfuric acid, 1.0 ml of a 3.0 mol/l dimethyl sulfoxide solution of trifluoromethyl iodide, 0.3 ml of a 1.0 mol/l aqueous solution of iron (II) sulfate and 0.2 ml of a 30% hydrogen peroxide aqueous solution. T... The reactants are CCN(C(=O)C(C)C)C(N)C(=O)O, CC(=O)OC(C)=O, O=CO, Cl, CC(C)(N)C(=O)O, O. Yields the product CC(C)(NC=O)C(=O)O. As a reaction SMILES: [CH2:2]([N:3]([C:4](=[O:5])[CH:8]([CH3:9])[CH3:10])[CH:11]([C:6](=[O:7])[OH:13])[NH2:12])[CH3:14].[CH3:22][C:23]([O:24][C:25](=[O:26])[CH3:27])=[O:28].[CH:30]([OH:31])=[O:32].[ClH:1].[NH2:15][C:16]([C:17](=[O:18])[OH:19])([CH3:20])[CH3:21].[OH2:29]>>[CH:6](=[O:7])[NH:15][C:16]([C:17](=[O:18])[OH:19])([CH3:20])[CH3:21]. The yield is 59.8%. Procedure: To a solution of 5-Bromo-quinazoline-8-carbaldehyde oxime (3000.00 mg; 11.90 mmol; 1.00 eq.) in DMF (15 ml) was added 2,4,6-Tripropyl-[1,3,5,2,4,6]trioxatriphosphinane 2,4,6-trioxide (10.42 ml; 17.85 mmol; 1.50 eq.) 50% in DMF. The resulting mixture was stirred at 100° C. for 45 min, LCMS showed major peak (MS: 252/254, 234/236) and small (MS: 208/209). The reaction mixture was cooled, poured into water, extracted with EtOAc, dried and concentrated to yield sticky solid, which was washed with et... Run at temperature 100 celsius, time 45 minute. Run in CN(C)C=O (DMF), CN(C)C=O (DMF). Starting materials: O (water), BrC1=C2C=NC=NC2=C(C=C1)C=NO (5-Bromo-quinazoline-8-carbaldehyde oxime), C(CC)P1(OP(OP(O1)(CCC)=O)(CCC)=O)=O (2,4,6-Tripropyl-[1,3,5,2,4,6]trioxatriphosphinane 2,4,6-trioxide). Product: BrC1=C2C=NC=NC2=C(C=C1)C#N (5-bromoquinazoline-8-carbonitrile). Reaction SMILES: [Br:1][C:2]1[CH:11]=[CH:10][C:9]([CH:12]=[N:13]O)=[C:8]2[C:3]=1[CH:4]=[N:5][CH:6]=[N:7]2.C(P1(=O)OP(=O)(CCC)OP(=O)(CCC)O1)CC.O>CN(C=O)C>[Br:1][C:2]1[CH:11]=[CH:10][C:9]([C:12]#[N:13])=[C:8]2[C:3]=1[CH:4]=[N:5][CH:6]=[N:7]2. Reactants: COC(CC/1=NN(C(\C1=C(\CCCC)/OCC)=O)C)=O (methyl[(4Z)-4-(1-ethoxypentylidene)-1-methyl-5-oxo-4,5-dihydro-1H-pyrazol-3-yl]acetate), N1=C(C=CC=C1)CN (1-pyridin-2-ylmethanamine). The solvent is C1(=CC=CC=C1)C (toluene). Product: COC(CC/1=NN(C(\C1=C(\CCCC)/NCC1=NC=CC=C1)=O)C)=O (methyl[(4Z)-1-methyl-5-oxo-4-{1-[(pyridin-2-ylmethyl)amino]pentylidene}-4,5-dihydro-1H-pyrazol-3-yl]acetate). Yield: 92.0%. As a reaction SMILES: [CH3:1][O:2][C:3](=[O:20])[CH2:4][C:5]1=[N:6][N:7]([CH3:19])[C:8](=[O:18])/[C:9]/1=[C:10](\OCC)/[CH2:11][CH2:12][CH2:13][CH3:14].[N:21]1[CH:26]=[CH:25][CH:24]=[CH:23][C:22]=1[CH2:27][NH2:28]>C1(C)C=CC=CC=1>[CH3:1][O:2][C:3](=[O:20])[CH2:4][C:5]1=[N:6][N:7]([CH3:19])[C:8](=[O:18])/[C:9]/1=[C:10](\[NH:28][CH2:27][C:22]1[CH:23]=[CH:24][CH:25]=[CH:26][N:21]=1)/[CH2:11][CH2:12][CH2:13][CH3:14]. Procedure details: The mixture of the above obtained methyl[(4Z)-4-(1-ethoxypentylidene)-1-methyl-5-oxo-4,5-dihydro-1H-pyrazol-3-yl]acetate (Compound of Formula (VII), 1.05 g) and 1-pyridin-2-ylmethanamine (0.262 mL) was stirred at room temperature in toluene (25 mL) for 0.5 h. The solvent was removed in vacuo. The resulting residue was dissolved in a minimum of CH2Cl2 and added dropwise to a stirred solution of 200 mL of cyclohexane resulting in the formation of a brown precipitate that was filtered off. This pre...